This data is from the Open Reaction Database (ORD), a public repository of structured organic reaction records. The task is: describe an organic reaction: reactants, conditions, products, and yield Reactants: CCOC(=O)C(C#N)=C1CCN(Cc2ccccc2)CC1, CCO, N#C[K], O. Product: N#CCC1(C#N)CCN(Cc2ccccc2)CC1. Reaction SMILES: [CH2:1]([O:2][C:3](=[O:4])[C:5]([C:6]#[N:7])=[C:8]1[CH2:9][CH2:10][N:11]([CH2:14][c:15]2[cH:16][cH:17][cH:18][cH:19][cH:20]2)[CH2:12][CH2:13]1)[CH3:21].[CH3:25][CH2:26][OH:27].[K:22][C:23]#[N:24].[OH2:28]>>[CH2:5]([C:6]#[N:7])[C:8]1([C:23]#[N:24])[CH2:9][CH2:10][N:11]([CH2:14][c:15]2[cH:16][cH:17][cH:18][cH:19][cH:20]2)[CH2:12][CH2:13]1. Reactants: COc1ncc(OC)c2c(C(=O)C(=O)N3CCC(=C(Br)c4ccccc4)CC3)c[nH]c12, N#Cc1ccccc1, N#Cc1ccccc1, C1CCNCC1, C#C[Si](C)(C)C, Cl[Pd]Cl, [Cu]I. Product: COc1ncc(OC)c2c(C(=O)C(=O)N3CCC(=C(C#C[Si](C)(C)C)c4ccccc4)CC3)c[nH]c12. Reaction SMILES: [Br:1][C:2]([c:3]1[cH:4][cH:5][cH:6][cH:7][cH:8]1)=[C:9]1[CH2:10][CH2:11][N:12]([C:15]([C:16](=[O:17])[c:18]2[cH:19][nH:20][c:21]3[c:22]([O:29][CH3:30])[n:23][cH:24][c:25]([O:27][CH3:28])[c:26]23)=[O:31])[CH2:13][CH2:14]1.[C:47]([c:48]1[cH:49][cH:50][cH:51][cH:52][cH:53]1)#[N:54].[C:55]([c:56]1[cH:57][cH:58][cH:59][cH:60][cH:61]1)#[N:62].[CH2:38]1[CH2:39][CH2:40][NH:41][CH2:42][CH2:43]1.[CH3:32][Si:33]([CH3:34])([CH3:35])[C:36]#[CH:37].[Cl:44][Pd:45][Cl:46].[Cu:63][I:64]>>[C:2]([c:3]1[cH:4][cH:5][cH:6][cH:7][cH:8]1)(=[C:9]1[CH2:10][CH2:11][N:12]([C:15]([C:16](=[O:17])[c:18]2[cH:19][nH:20][c:21]3[c:22]([O:29][CH3:30])[n:23][cH:24][c:25]([O:27][CH3:28])[c:26]23)=[O:31])[CH2:13][CH2:14]1)[C:37]#[C:36][Si:33]([CH3:32])([CH3:34])[CH3:35]. Reactants: NCCC1=NC=CC=C1 (2-(2-aminoethyl)pyridine), C(C)(=O)O[BH-](OC(C)=O)OC(C)=O.[Na+] (sodium triacetoxyborohydride), ClC1=C2CNC(C2=C(C=C1)C=1N(C2=CC=C(C=C2C1)C=O)C(=O)OC(C)(C)C)=O (4-chloro-7-[1-(tert-butoxycarbonyl)-5-formylindol-2-yl]isoindolinone). The solvent is ClCCl (dichloromethane). Yields the product ClC1=C2CNC(C2=C(C=C1)C=1N(C2=CC=C(C=C2C1)CNCCC1=NC=CC=C1)C(=O)OC(C)(C)C)=O (4-chloro-7-{1-(tert-butoxycarbonyl)-5-[(2-(pyridin-2-yl)ethyl)aminomethyl]indol-2-yl}isoindolinone). RXN SMILES: [Cl:1][C:2]1[CH:10]=[CH:9][C:8]([C:11]2[N:12]([C:22]([O:24][C:25]([CH3:28])([CH3:27])[CH3:26])=[O:23])[C:13]3[C:18]([CH:19]=2)=[CH:17][C:16]([CH:20]=O)=[CH:15][CH:14]=3)=[C:7]2[C:3]=1[CH2:4][NH:5][C:6]2=[O:29].[NH2:30][CH2:31][CH2:32][C:33]1[CH:38]=[CH:37][CH:36]=[CH:35][N:34]=1.C(O[BH-](OC(=O)C)OC(=O)C)(=O)C.[Na+]>ClCCl>[Cl:1][C:2]1[CH:10]=[CH:9][C:8]([C:11]2[N:12]([C:22]([O:24][C:25]([CH3:26])([CH3:28])[CH3:27])=[O:23])[C:13]3[C:18]([CH:19]=2)=[CH:17][C:16]([CH2:20][NH:30][CH2:31][CH2:32][C:33]2[CH:38]=[CH:37][CH:36]=[CH:35][N:34]=2)=[CH:15][CH:14]=3)=[C:7]2[C:3]=1[CH2:4][NH:5][C:6]2=[O:29] |f:2.3|. Procedure details: In a similar manner to Step 1 of Example 56, 4-chloro-7-[1-(tert-butoxycarbonyl)-5-formylindol-2-yl]isoindolinone (20.0 mg, 0.0487 mmol) was dissolved in dichloromethane (0.5 mL). The solution was treated with 2-(2-aminoethyl)pyridine (0.012 mL, 0.10 mmol) and sodium triacetoxyborohydride (32 mg, 0.15 mmol) to obtain 4-chloro-7-{1-(tert-butoxycarbonyl)-5-[(2-(pyridin-2-yl)ethyl)aminomethyl]indol-2-yl}isoindolinone. Reactants: C(C)OC(=O)C1=COC(=C1)C=O (5-formyl-3-furancarboxylic acid ethyl ester), C(C=C)NCC=C (diallylamine), C(C)(=O)O[BH-](OC(C)=O)OC(C)=O.[Na+] (sodium triacetoxyborohydride), C(C)(=O)O (acetic acid). Solvent: ClCCl (dichloromethane), C(C)O (ethanol). Run at time 3.5 hour. The product is C(C)OC(=O)C1=COC(=C1)CN(CC=C)CC=C (5-Diallylaminomethyl-furan-3-carboxylic acid ethyl ester). Reaction SMILES: [CH2:1]([O:3][C:4]([C:6]1[CH:10]=[C:9]([CH:11]=O)[O:8][CH:7]=1)=[O:5])[CH3:2].[CH2:13]([NH:16][CH2:17][CH:18]=[CH2:19])[CH:14]=[CH2:15].C(O)(=O)C.C(O[BH-](OC(=O)C)OC(=O)C)(=O)C.[Na+]>ClCCl.C(O)C>[CH2:1]([O:3][C:4]([C:6]1[CH:10]=[C:9]([CH2:11][N:16]([CH2:17][CH:18]=[CH2:19])[CH2:13][CH:14]=[CH2:15])[O:8][CH:7]=1)=[O:5])[CH3:2] |f:3.4|. Procedure: To a solution of 5-formyl-3-furancarboxylic acid ethyl ester (prepared as described in Tetrahedron (1996), 52(12), 4245-56) (1.61 g) in dichloromethane (20 ml) was added diallylamine (1.18 ml). The solution was treated with glacial acetic acid (0.55 ml) and then sodium triacetoxyborohydride (4.2 g). The suspension was stirred at room temperature for 3.5 h. The suspension was treated with ethanol (80 ml) and stirred at room temperature for 25 mins. The solvent was removed in vacuo. The residue wa... The reactants are O=C(c1ncc[nH]1)c1ncc[nH]1, OC(CCl)CNCc1ccccc1, ClC(Cl)Cl, CC(C)NC(C)C, ClCCl. The product is O=C1OC(CCl)CN1Cc1ccccc1. As a reaction SMILES: [C:25](=[O:26])([c:27]1[nH:28][cH:29][cH:30][n:31]1)[c:32]1[nH:33][cH:34][cH:35][n:36]1.[CH2:1]([c:2]1[cH:3][cH:4][cH:5][cH:6][cH:7]1)[NH:8][CH2:9][CH:10]([CH2:11][Cl:12])[OH:13].[CH:14]([Cl:15])([Cl:16])[Cl:17].[CH:18]([NH:19][CH:20]([CH3:21])[CH3:22])([CH3:23])[CH3:24].[Cl:37][CH2:38][Cl:39]>>[CH2:1]([c:2]1[cH:3][cH:4][cH:5][cH:6][cH:7]1)[N:8]1[CH2:9][CH:10]([CH2:11][Cl:12])[O:13][C:25]1=[O:26].